This data is from the Open Reaction Database (ORD), a public repository of structured organic reaction records. The task is: describe an organic reaction: reactants, conditions, products, and yield Reported procedure: To a solution of (2S)-1-[4-fluoro-2-(trifluoromethyl)phenoxy]propan-2-amine (C7) (785 mg, 3.31 mmol) in dichloromethane (15 mL) was added {[tert-butyl(dimethyl)silyl]oxy}acetaldehyde (577 mg, 3.31 mmol). After 2 hours, sodium triacetoxyborohydride was added portion-wise. The reaction mixture was allowed to stir at room temperature overnight, then taken up in dichloromethane and washed with saturated aqueous sodium bicarbonate solution and water. The organic layer was concentrated in vacuo, then ... Conditions: time 2 hour. The reactants are FC1=CC(=C(OC[C@H](C)N)C=C1)C(F)(F)F ((2S)-1-[4-fluoro-2-(trifluoromethyl)phenoxy]propan-2-amine), [Si](C)(C)(C(C)(C)C)OCC=O ({[tert-butyl(dimethyl)silyl]oxy}acetaldehyde), C(C)(=O)O[BH-](OC(C)=O)OC(C)=O.[Na+] (sodium triacetoxyborohydride). Yields the product [Si](C)(C)(C(C)(C)C)OCCN[C@H](COC1=C(C=C(C=C1)F)C(F)(F)F)C ((2S)—N-(2-{[tert-butyl(dimethyl)silyl]oxy}ethyl)-1-[4-fluoro-2-(trifluoromethyl)phenoxy]propan-2-amine). As a reaction SMILES: [F:1][C:2]1[CH:12]=[CH:11][C:5]([O:6][CH2:7][C@@H:8]([NH2:10])[CH3:9])=[C:4]([C:13]([F:16])([F:15])[F:14])[CH:3]=1.[Si:17]([O:24][CH2:25][CH:26]=O)([C:20]([CH3:23])([CH3:22])[CH3:21])([CH3:19])[CH3:18].C(O[BH-](OC(=O)C)OC(=O)C)(=O)C.[Na+]>ClCCl>[Si:17]([O:24][CH2:25][CH2:26][NH:10][C@@H:8]([CH3:9])[CH2:7][O:6][C:5]1[CH:11]=[CH:12][C:2]([F:1])=[CH:3][C:4]=1[C:13]([F:14])([F:15])[F:16])([C:20]([CH3:23])([CH3:22])[CH3:21])([CH3:19])[CH3:18] |f:2.3|. Run in ClCCl (dichloromethane), ClCCl (dichloromethane). The reactants are C(C1=CC=CC=C1)C1=C(N=C2N(C1=O)CCCC2)C(C(C)C)N2C(C1=CC=CC=C1C2=O)=O (2-[1-(3-benzyl-4-oxo-6,7,8,9-tetrahydro-4H-pyrido[1,2-a]pyrimidin-2-yl)-2-methylpropyl]-1H-isoindole-1,3(2H)-dione), NN (hydrazine). Solvent: C(C)O (ethanol). Reaction conditions: time 1 hour. Product: NC(C(C)C)C=1N=C2N(C(C1CC1=CC=CC=C1)=O)CCCC2 (2-(1-Amino-2-methylpropyl)-3-benzyl-6,7,8,9-tetrahydro-4H-pyrido[1,2-a]pyrimidin-4-one). RXN SMILES: [CH2:1]([C:8]1[C:13](=[O:14])[N:12]2[CH2:15][CH2:16][CH2:17][CH2:18][C:11]2=[N:10][C:9]=1[CH:19]([N:23]1C(=O)C2C(=CC=CC=2)C1=O)[CH:20]([CH3:22])[CH3:21])[C:2]1[CH:7]=[CH:6][CH:5]=[CH:4][CH:3]=1.NN>C(O)C>[NH2:23][CH:19]([C:9]1[N:10]=[C:11]2[CH2:18][CH2:17][CH2:16][CH2:15][N:12]2[C:13](=[O:14])[C:8]=1[CH2:1][C:2]1[CH:7]=[CH:6][CH:5]=[CH:4][CH:3]=1)[CH:20]([CH3:21])[CH3:22]. Reported procedure: The product from Step 9 (19), 95 mg (0.22 mmol) was dissolved in 3 ml of dry ethanol then 50 μl (1.6 mmol) of hydrazine was added and the reaction was left to stir at room temperature for 1 h then heated to 40° C. for 2.5 h. The precipitate was removed by filtration and washed with ethyl acetate and the solvent evaporated off resulting in 75 mg of crude 2-(1-amino-2-methylpropyl)-3-benzyl-6,7,8,9-tetrahydro-4H-pyrido[1,2-a]pyrimidin-4-one (20). This was purified on a silica column yielding 42 mg... Reactants: CC(C)(C)OC(=O)c1ccc(Br)cc1NC(=O)c1ccccc1, CC(C)c1cc(C(C)C)c(-c2ccccc2P(C(C)(C)C)C(C)(C)C)c(C(C)C)c1, CCOC(C)=O, Cc1ccccc1, [H-], [Na+], O=C(C=Cc1ccccc1)C=Cc1ccccc1, O=C(C=Cc1ccccc1)C=Cc1ccccc1, O=C(C=Cc1ccccc1)C=Cc1ccccc1, Oc1ccc(Cl)cc1Cl, O=C(O)CC(O)(CC(=O)O)C(=O)O, [Pd], [Pd]. Yields the product CC(C)(C)OC(=O)c1ccc(Oc2ccc(Cl)cc2Cl)cc1NC(=O)c1ccccc1. RXN SMILES: [C:12]([c:13]1[cH:14][cH:15][cH:16][cH:17][cH:18]1)(=[O:19])[NH:20][c:21]1[c:22]([C:23](=[O:24])[O:25][C:26]([CH3:27])([CH3:28])[CH3:29])[cH:30][cH:31][c:32]([Br:34])[cH:33]1.[C:35]([P:36]([C:37]([CH3:38])([CH3:39])[CH3:40])[c:41]1[cH:42][cH:43][cH:44][cH:45][c:46]1-[c:47]1[c:48]([CH:49]([CH3:50])[CH3:51])[cH:52][c:53]([CH:54]([CH3:55])[CH3:56])[cH:57][c:58]1[CH:59]([CH3:60])[CH3:61])([CH3:62])([CH3:63])[CH3:64].[CH3:134][CH2:135][O:136][C:137](=[O:138])[CH3:139].[CH3:140][c:141]1[cH:142][cH:143][cH:144][cH:145][cH:146]1.[H-:10].[Na+:11].[O:116]=[C:117]([CH:118]=[CH:119][c:120]1[cH:121][cH:122][cH:123][cH:124][cH:125]1)[CH:126]=[CH:127][c:128]1[cH:129][cH:130][cH:131][cH:132][cH:133]1.[O:80]=[C:81]([CH:82]=[CH:83][c:84]1[cH:85][cH:86][cH:87][cH:88][cH:89]1)[CH:90]=[CH:91][c:92]1[cH:93][cH:94][cH:95][cH:96][cH:97]1.[O:98]=[C:99]([CH:100]=[CH:101][c:102]1[cH:103][cH:104][cH:105][cH:106][cH:107]1)[CH:108]=[CH:109][c:110]1[cH:111][cH:112][cH:113][cH:114][cH:115]1.[OH:1][c:2]1[cH:3][cH:4][c:5]([Cl:6])[cH:7][c:8]1[Cl:9].[OH:65][C:66]([CH2:67][C:68]([C:69](=[O:70])[OH:71])([CH2:72][C:73](=[O:74])[OH:75])[OH:76])=[O:77].[Pd:78].[Pd:79]>>[O:1]([c:2]1[cH:3][cH:4][c:5]([Cl:6])[cH:7][c:8]1[Cl:9])[c:32]1[cH:31][cH:30][c:22]([C:23](=[O:24])[O:25][C:26]([CH3:27])([CH3:28])[CH3:29])[c:21]([NH:20][C:12]([c:13]2[cH:14][cH:15][cH:16][cH:17][cH:18]2)=[O:19])[cH:33]1. Run at time 16 hour. The reactants are [OH-].[Na+] (sodium hydroxide), C(C)OC(COC1=C(C=C(C=C1)SCC1=CC(=CC(=C1)C#CCN1CCOCC1)OCC1CC1)C)=O ({4-[3-Cyclopropylmethoxy-5-(3-morpholin-4-yl-prop-1-ynyl)-benzylsulfanyl]-2-methyl-phenoxy}-acetic acid ethyl ester), Cl (hydrochloric acid). Run in C(C)O (ethanol). RXN SMILES: C([O:3][C:4](=[O:36])[CH2:5][O:6][C:7]1[CH:12]=[CH:11][C:10]([S:13][CH2:14][C:15]2[CH:20]=[C:19]([C:21]#[C:22][CH2:23][N:24]3[CH2:29][CH2:28][O:27][CH2:26][CH2:25]3)[CH:18]=[C:17]([O:30][CH2:31][CH:32]3[CH2:34][CH2:33]3)[CH:16]=2)=[CH:9][C:8]=1[CH3:35])C.[OH-].[Na+].Cl>C(O)C>[CH:32]1([CH2:31][O:30][C:17]2[CH:16]=[C:15]([CH:20]=[C:19]([C:21]#[C:22][CH2:23][N:24]3[CH2:29][CH2:28][O:27][CH2:26][CH2:25]3)[CH:18]=2)[CH2:14][S:13][C:10]2[CH:11]=[CH:12][C:7]([O:6][CH2:5][C:4]([OH:36])=[O:3])=[C:8]([CH3:35])[CH:9]=2)[CH2:34][CH2:33]1 |f:1.2|. Reported procedure: {4-[3-Cyclopropylmethoxy-5-(3-morpholin-4-yl-prop-1-ynyl)-benzylsulfanyl]-2-methyl-phenoxy}-acetic acid ethyl ester (173 mg; 0.34 mmol) was dissolved in ethanol (15 mL), and aqueous 1 N sodium hydroxide (3 mL) was added. The reaction mixture was stirred for 16 h. acidified with 1 N aqueous hydrochloric acid and extracted with ethyl acetate. The organic phase was dried and evaporated to dryness. Yield: 107 mg; 66%. HPLC-MS: m/z: 482.0 (M+H)+; Rt: 1.62 min. The product is C1(CC1)COC=1C=C(CSC2=CC(=C(OCC(=O)O)C=C2)C)C=C(C1)C#CCN1CCOCC1 ({4-[3-Cyclopropylmethoxy-5-(3-morpholin-4-yl-prop-1-ynyl)benzylsulfanyl]-2-methyl-phenoxy}-acetic Acid). Product: FC1=C(C(=O)NC(=O)NC2=NC=C(C=C2)C(F)(F)F)C(=CC=C1)F (1-(2,6-DIFLUOROBENZOYL)-3-(5-TRIFLUOROMETHYL-2-PYRIDINYL)UREA). Reactants: FC(C=1C=CC(=NC1)N)(F)F (5-trifluoromethyl-2-aminopyridine), FC1=C(C(=O)N=C=O)C(=CC=C1)F (2,6-difluorobenzoyl isocyanate). Run at time 3 hour. Reported procedure: An 0.7 g. portion of 5-trifluoromethyl-2-aminopyridine was dissolved in 20 ml. of acetonitrile, and to the solution was added 0.85 g. of 2,6-difluorobenzoyl isocyanate under a nitrogen blanket at ambient temperature. A precipitate formed immediately. The mixture was stirred for 3 hours, and was then filtered and the solids were washed with acetonitrile. The solids were dried under vacuum to obtain 1.0 g. of the product named above, m.p. 215°-220° C. Elemental analysis gave the following results: The solvent is C(C)#N (acetonitrile). RXN SMILES: [F:1][C:2]([F:11])([F:10])[C:3]1[CH:4]=[CH:5][C:6]([NH2:9])=[N:7][CH:8]=1.[F:12][C:13]1[CH:23]=[CH:22][CH:21]=[C:20]([F:24])[C:14]=1[C:15]([N:17]=[C:18]=[O:19])=[O:16]>C(#N)C>[F:12][C:13]1[CH:23]=[CH:22][CH:21]=[C:20]([F:24])[C:14]=1[C:15]([NH:17][C:18]([NH:9][C:6]1[CH:5]=[CH:4][C:3]([C:2]([F:1])([F:10])[F:11])=[CH:8][N:7]=1)=[O:19])=[O:16]. Starting materials: NC[C@@H]1C[C@H](C1)N1C=C(C2=C1N=CN=C2N)C2=CC(=CC=C2)OCC2=CC=CC=C2 (trans-7-(3-aminomethyl-cyclobutyl)-5-(3-benzyloxy-phenyl)-7H-pyrrolo[2,3-d]pyrimidin-4-ylamine), C(C)N=C=O (ethyl isocyanate). Run in C(C)#N (acetonitrile). Conditions: time 16 hour. The product is NC=1C2=C(N=CN1)N(C=C2C2=CC(=CC=C2)OCC2=CC=CC=C2)[C@@H]2C[C@H](C2)CNC(=O)NCC (trans-1-{3-[4-amino-5-(3-benzyloxy-phenyl)-pyrrolo[2,3-d]pyrimidin-7-yl]-cyclobutylmethyl}-3-ethyl-urea). As a reaction SMILES: [NH2:1][CH2:2][C@H:3]1[CH2:6][C@H:5]([N:7]2[C:11]3[N:12]=[CH:13][N:14]=[C:15]([NH2:16])[C:10]=3[C:9]([C:17]3[CH:22]=[CH:21][CH:20]=[C:19]([O:23][CH2:24][C:25]4[CH:30]=[CH:29][CH:28]=[CH:27][CH:26]=4)[CH:18]=3)=[CH:8]2)[CH2:4]1.[CH2:31]([N:33]=[C:34]=[O:35])[CH3:32]>C(#N)C>[NH2:16][C:15]1[C:10]2[C:9]([C:17]3[CH:22]=[CH:21][CH:20]=[C:19]([O:23][CH2:24][C:25]4[CH:30]=[CH:29][CH:28]=[CH:27][CH:26]=4)[CH:18]=3)=[CH:8][N:7]([C@H:5]3[CH2:4][C@H:3]([CH2:2][NH:1][C:34]([NH:33][CH2:31][CH3:32])=[O:35])[CH2:6]3)[C:11]=2[N:12]=[CH:13][N:14]=1. Procedure: To a solution of 50 mg (0.125 mmol) of trans-7-(3-aminomethyl-cyclobutyl)-5-(3-benzyloxy-phenyl)-7H-pyrrolo[2,3-d]pyrimidin-4-ylamine in 4 ml of dry acetonitrile is added at RT 16 μl (0.2 mmol) of ethyl isocyanate (Fluka, Buchs, Switzerland). After stirring for 16 h at RT, working-up is effected by partitioning between water and ethyl acetate. The organic layer is dried over magnesium sulfate and evaporated to dryness to provide trans-1-{3-[4-amino-5-(3-benzyloxy-phenyl)-pyrrolo[2,3-d]pyrimidin-... Product: CCOC(=O)c1ccc(N)c(NCc2ccccc2)c1. Reaction SMILES: [CH2:1]([c:2]1[cH:3][cH:4][cH:5][cH:6][cH:7]1)[NH:8][c:9]1[cH:10][c:11]([C:12](=[O:13])[O:14][CH2:15][CH3:16])[cH:17][cH:18][c:19]1[N+:20]([O-:21])=[O:22].[CH3:23][CH2:24][OH:25].[CH3:26][C:27](=[O:28])[OH:29].[Zn:30]>>[CH2:1]([c:2]1[cH:3][cH:4][cH:5][cH:6][cH:7]1)[NH:8][c:9]1[cH:10][c:11]([C:12](=[O:13])[O:14][CH2:15][CH3:16])[cH:17][cH:18][c:19]1[NH2:20]. Starting materials: CCOC(=O)c1ccc([N+](=O)[O-])c(NCc2ccccc2)c1, CCO, CC(=O)O, [Zn]. The reactants are O=C1N(C=2N(C(=C1CC1=CC=C(C=C1)C=1C(=CC=CC1)C#N)CCC)N=CN2)C2CCC(CC2)OCC=C (4′-({5-oxo-4-[4-(prop-2-en-1-yloxy)cyclohexyl]-7-propyl-4,5-dihydro[1,2,4]triazolo[1,5-a]pyrimidin-6-yl}methyl)biphenyl-2-carbonitrile), I(=O)(=O)(=O)[O-].[Na+] (sodium periodate), CC(=O)C (acetone), C(C)#N (acetonitrile). Reagents/catalysts: [Os]=O (osmium oxide). Solvent: O (water), C(C)(=O)OCC (ethyl acetate), O (water). Conditions: time 3 hour. Yields the product OCCO[C@@H]1CC[C@H](CC1)N1C=2N(C(=C(C1=O)CC1=CC=C(C=C1)C=1C(=CC=CC1)C#N)CCC)N=CN2 (4′-({4-[trans-4-(2-hydroxyethoxy)cyclohexyl]-5-oxo-7-propyl-4,5-dihydro[1,2,4]triazolo[1,5-a]pyrimidin-6-yl}methyl)biphenyl-2-carbonitrile). Isolated yield 20.7%. Reaction SMILES: [O:1]=[C:2]1[C:7]([CH2:8][C:9]2[CH:14]=[CH:13][C:12]([C:15]3[C:16]([C:21]#[N:22])=[CH:17][CH:18]=[CH:19][CH:20]=3)=[CH:11][CH:10]=2)=[C:6]([CH2:23][CH2:24][CH3:25])[N:5]2[N:26]=[CH:27][N:28]=[C:4]2[N:3]1[CH:29]1[CH2:34][CH2:33][CH:32]([O:35][CH2:36][CH:37]=C)[CH2:31][CH2:30]1.I([O-])(=O)(=O)=[O:40].[Na+].CC(C)=O.C(#N)C>C(OCC)(=O)C.O.[Os]=O>[OH:40][CH2:37][CH2:36][O:35][C@H:32]1[CH2:33][CH2:34][C@H:29]([N:3]2[C:2](=[O:1])[C:7]([CH2:8][C:9]3[CH:14]=[CH:13][C:12]([C:15]4[C:16]([C:21]#[N:22])=[CH:17][CH:18]=[CH:19][CH:20]=4)=[CH:11][CH:10]=3)=[C:6]([CH2:23][CH2:24][CH3:25])[N:5]3[N:26]=[CH:27][N:28]=[C:4]23)[CH2:30][CH2:31]1 |f:1.2|. Procedure: A mixture of 4′-({5-oxo-4-[4-(prop-2-en-1-yloxy)cyclohexyl]-7-propyl-4,5-dihydro[1,2,4]triazolo[1,5-a]pyrimidin-6-yl}methyl)biphenyl-2-carbonitrile (1.1 g), osmium oxide (7% immobilized catalyst, 0.48 g), sodium periodate (2.4 g), acetone (15 mL), acetonitrile (15 mL) and water (15 mL) was stirred at room temperature for 3 hr. The reaction mixture was diluted with ethyl acetate and water, and insoluble material was filtered off through celite. The obtained organic layer was washed with saturated... Reactants: CC1=C(C=CC=2C(OCC21)=O)CC=O ((4-Methyl-1-oxo-1,3-dihydro-2-benzofuran-5-yl)acetaldehyde), CC1=C(COC1=O)N1C(C2(CC1)CCNCC2)=O (2-(4-methyl-5-oxo-2,5-dihydrofuran-3-yl)-2,8-diazaspiro[4.5]decan-1-one), [BH-](OC(=O)C)(OC(=O)C)OC(=O)C.[Na+] (NaBH(OAc)3). The solvent is C1CCOC1 (THF). Run at time 2 hour. Yields the product CC1=C2COC(C2=CC=C1CCN1CCC2(CCN(C2=O)C=2COC(C2C)=O)CC1)=O (8-(2-(4-methyl-1-oxo-1,3-dihydroisobenzofuran-5-yl)ethyl)-2-(4-methyl-5-oxo-2,5-dihydrofuran-3-yl)-2,8-diazaspiro[4.5]decan-1-one). RXN SMILES: [CH3:1][C:2]1[C:10]2[CH2:9][O:8][C:7](=[O:11])[C:6]=2[CH:5]=[CH:4][C:3]=1[CH2:12][CH:13]=O.[CH3:15][C:16]1[C:20](=[O:21])[O:19][CH2:18][C:17]=1[N:22]1[CH2:26][CH2:25][C:24]2([CH2:31][CH2:30][NH:29][CH2:28][CH2:27]2)[C:23]1=[O:32].[BH-](OC(C)=O)(OC(C)=O)OC(C)=O.[Na+]>C1COCC1>[CH3:1][C:2]1[C:3]([CH2:12][CH2:13][N:29]2[CH2:30][CH2:31][C:24]3([C:23](=[O:32])[N:22]([C:17]4[CH2:18][O:19][C:20](=[O:21])[C:16]=4[CH3:15])[CH2:26][CH2:25]3)[CH2:27][CH2:28]2)=[CH:4][CH:5]=[C:6]2[C:10]=1[CH2:9][O:8][C:7]2=[O:11] |f:2.3|. Procedure: A mixture of (4-Methyl-1-oxo-1,3-dihydro-2-benzofuran-5-yl)acetaldehyde (I-3) (100 mg, crude) and 2-(4-methyl-5-oxo-2,5-dihydrofuran-3-yl)-2,8-diazaspiro[4.5]decan-1-one (I-16) (145 mg, 0.58 mmol) in THF (5 mL) was stirred at rt for 2 hours and then NaBH(OAc)3 (167 mg, 0.79 mmol) was added to the mixture, which was further stirred at 50° C. for 3 hours. After quenching with saturated NH4Cl aq, the mixture was extracted with EtOAc and organic layer was dried over Na2SO4. Solvent was removed under...